Dataset: the Open Reaction Database (ORD), a public repository of structured organic reaction records. Task: describe an organic reaction: reactants, conditions, products, and yield The reactants are Oc1noc2ccccc12, O=P(Cl)(Cl)Cl. Product: Clc1noc2ccccc12. Reaction SMILES: [OH:1][c:2]1[n:3][o:4][c:5]2[c:6]1[cH:7][cH:8][cH:9][cH:10]2.[P:11]([Cl:12])([Cl:13])([Cl:14])=[O:15]>>[c:2]1([Cl:13])[n:3][o:4][c:5]2[c:6]1[cH:7][cH:8][cH:9][cH:10]2. Reactants: C(C=C)C1(CCN(C(O1)=O)[C@@H](C)C1=CC=C(C=C1)C1=C(C=C(C=C1)F)F)C1=CC=C(C=C1)F (6-allyl-3-((S)-1-(2′,4′-difluorobiphenyl-4-yl)ethyl)-6-(4-fluorophenyl)-1,3-oxazinan-2-one), NaIO4, C1CCOC1.O (THF H2O). Reagents/catalysts: O=[Os](=O)(=O)=O (OsO4). Solvent: CCOC(=O)C (EtOAc). Reaction conditions: time 2 hour. Yields the product FC1=C(C=CC(=C1)F)C1=CC=C(C=C1)[C@H](C)N1C(OC(CC1)(CCO)C1=CC=C(C=C1)F)=O (3-((S)-1-(2′,4′-difluorobiphenyl-4-yl)ethyl)-6-(4-fluorophenyl)-6-(2-hydroxyethyl)-1,3-oxazinan-2-one). RXN SMILES: [CH2:1]([C:4]1([C:27]2[CH:32]=[CH:31][C:30]([F:33])=[CH:29][CH:28]=2)[O:9][C:8](=[O:10])[N:7]([C@H:11]([C:13]2[CH:18]=[CH:17][C:16]([C:19]3[CH:24]=[CH:23][C:22]([F:25])=[CH:21][C:20]=3[F:26])=[CH:15][CH:14]=2)[CH3:12])[CH2:6][CH2:5]1)[CH:2]=C.C1C[O:37]CC1.O>CCOC(C)=O.O=[Os](=O)(=O)=O>[F:26][C:20]1[CH:21]=[C:22]([F:25])[CH:23]=[CH:24][C:19]=1[C:16]1[CH:17]=[CH:18][C:13]([C@@H:11]([N:7]2[CH2:6][CH2:5][C:4]([C:27]3[CH:32]=[CH:31][C:30]([F:33])=[CH:29][CH:28]=3)([CH2:1][CH2:2][OH:37])[O:9][C:8]2=[O:10])[CH3:12])=[CH:14][CH:15]=1 |f:1.2|. Procedure details: To a solution of 6-allyl-3-((S)-1-(2′,4′-difluorobiphenyl-4-yl)ethyl)-6-(4-fluorophenyl)-1,3-oxazinan-2-one (obtained as described in Example 111) in THF-H2O (1:1, 20 mL) were added NaIO4 (1.0148 g, 4.74 mmol, 5 equiv) and OsO4 (2.5 wt. % solution in t-BuOH, 0.1708 g, 0.0167 mmol, 0.018 equiv), and the mixture was stirred at rt for 2 h. The mixture was diluted with EtOAc, dried over Na2SO4, and concentrated under reduced pressure. The residue was dissolved in MeOH (10 mL) and NaBH4 (0.200 g) was... Starting materials: [OH-].[Na+] (NaOH), Cl (HCl), C(C)(C)[C@@]1(C=C[C@H](C1)N)C(=O)N1CCN(CC1)C1=NC=CC(=C1)C(F)(F)F ((1S,4S)-4-isopropyl-4-(4-[4-(trifluoromethyl)pyridin-2-yl]piperazin-1-ylcarbonyl)cyclopent-2-en-1-amine), C1(C(C=CC=C1)=O)=O (3,5-Cyclohexadiene-1,2-dione). The solvent is O1CCCC1 (Tetrahydrofuran), CO (Methanol), O (water). Conditions: time 8 hour. Yields the product C(C)(C)[C@]1(CC(CC1)=O)C(=O)N1CCN(CC1)C1=NC=CC(=C1)C(F)(F)F ((3S)-3-isopropyl-3-({4-[4-(trifluoromethyl)pyridin-2-yl]piperazin-1-yl}carbonyl)cyclopentanone). Yield: 90.0%. RXN SMILES: [CH:1]([C@@:4]1([C:10]([N:12]2[CH2:17][CH2:16][N:15]([C:18]3[CH:23]=[C:22]([C:24]([F:27])([F:26])[F:25])[CH:21]=[CH:20][N:19]=3)[CH2:14][CH2:13]2)=[O:11])[CH2:8][C@H:7](N)[CH:6]=[CH:5]1)([CH3:3])[CH3:2].C1(=O)C=CC=CC1=[O:34].Cl.[OH-].[Na+]>CO.O.O1CCCC1>[CH:1]([C@:4]1([C:10]([N:12]2[CH2:17][CH2:16][N:15]([C:18]3[CH:23]=[C:22]([C:24]([F:27])([F:26])[F:25])[CH:21]=[CH:20][N:19]=3)[CH2:14][CH2:13]2)=[O:11])[CH2:5][CH2:6][C:7](=[O:34])[CH2:8]1)([CH3:3])[CH3:2] |f:3.4|. Procedure: A solution of (1S,4S)-4-isopropyl-4-(4-[4-(trifluoromethyl)pyridin-2-yl]piperazin-1-ylcarbonyl)cyclopent-2-en-1-amine (3.5 g, 9.2 mmol) and 3,5-Cyclohexadiene-1,2-dione, 3,5-bis(1,1-dimethylethyl)-(2.20 g, 9.99 mmol) in Methanol (85 mL) was stirred at room temperature for 30 minutes. Tetrahydrofuran (85 mL) and 1N HCl (10 mL) were added and the resulting mixture was stirred overnight at room temperature. The mixture was diluted with water and the organics evaporated. The remaining aqueous was ma... The reactants are CC1(C(C1C=CC(=O)OCCC)C(=O)O)C (2,2-dimethyl-3-(3-propoxy-3-oxo-1-propenyl)-cyclopropane-carboxylic acid), FC1=C(C(=C(C(=C1F)F)F)F)CO ((2,3,4,5,6-pentafluorophenyl)-methanol). The solvent is C(Cl)(Cl)Cl (chloroform). Yields the product CC1(C(C1C=CC(=O)OCCC)C(=O)O)C (2,2-dimethyl-3-(3-propoxy-3-oxo-1-propenyl)-cyclopropane-carboxylic acid), CC1(C(C1C=CC(=O)OC)C(=O)[O-])C (2,2-dimethyl-3-(3-methoxy-3-oxo-1-propenyl)-cyclopropane-carboxylate). RXN SMILES: [CH3:1][C:2]1([CH3:16])[CH:4]([CH:5]=[CH:6][C:7]([O:9][CH2:10][CH2:11][CH3:12])=[O:8])[CH:3]1[C:13]([OH:15])=[O:14].FC1C(F)=C(F)C(F)=C(F)C=1CO>C(Cl)(Cl)Cl>[CH3:16][C:2]1([CH3:1])[CH:4]([CH:5]=[CH:6][C:7]([O:9][CH2:10][CH2:11][CH3:12])=[O:8])[CH:3]1[C:13]([OH:15])=[O:14].[CH3:1][C:2]1([CH3:16])[CH:4]([CH:5]=[CH:6][C:7]([O:9][CH3:10])=[O:8])[CH:3]1[C:13]([O-:15])=[O:14]. Reported procedure: Using the procedure of Example 9, (1R, cis, ΔZ) 2,2-dimethyl-3-(3-methoxy-3-oxo-1-propenyl)-cyclopropane-carboxylic acid and (2,3,4,5,6-pentafluorophenyl)-methanol were reacted to obtain (2,3,4,5,6-pentafluoro-phenyl)methyl (1R, cis, ΔZ) 2,2-dimethyl-3-(3-methoxy-3-oxo-1-propenyl)-cyclopropane-carboxylate with a specific rotation of [α]D20 =+29.5°±2° (c=0.8% in chloroform).